From a dataset of the Open Reaction Database (ORD), a public repository of structured organic reaction records. describe an organic reaction: reactants, conditions, products, and yield Reactants: CN1CCCC1=O, CCOC(C)=O, O=C(Nc1nc2ccc(OS(=O)(=O)c3ccc(F)cc3)cc2s1)C1CC1, CC(C)NCCN, Cl. Product: CC(C)NCCNc1ccc(S(=O)(=O)Oc2ccc3nc(NC(=O)C4CC4)sc3c2)cc1, Cl. As a reaction SMILES: [CH3:35][N:36]1[CH2:37][CH2:38][CH2:39][C:40]1=[O:41].[CH3:42][CH2:43][O:44][C:45]([CH3:46])=[O:47].[CH:1]1([C:4](=[O:5])[NH:6][c:7]2[s:8][c:9]3[c:10]([n:11]2)[cH:12][cH:13][c:14]([O:16][S:17](=[O:18])(=[O:19])[c:20]2[cH:21][cH:22][c:23]([F:26])[cH:24][cH:25]2)[cH:15]3)[CH2:2][CH2:3]1.[CH:27]([CH3:28])([CH3:29])[NH:30][CH2:31][CH2:32][NH2:33].[ClH:34]>>[CH:1]1([C:4](=[O:5])[NH:6][c:7]2[s:8][c:9]3[c:10]([n:11]2)[cH:12][cH:13][c:14]([O:16][S:17](=[O:18])(=[O:19])[c:20]2[cH:21][cH:22][c:23]([NH:33][CH2:32][CH2:31][NH:30][CH:27]([CH3:28])[CH3:29])[cH:24][cH:25]2)[cH:15]3)[CH2:2][CH2:3]1.[ClH:34]. The solvent is CC#N (CH3CN). The product is NC1(C(C(=C(C2=CC=CC=C12)O)C1=NS(C2=C(N1)C=CC(=C2)NS(=O)(=O)C)(=O)=O)=O)CCC (N-[3-(4-amino-1-hydroxy-3-oxo-4-propyl-3,4-dihydronaphthalen-2-yl)-1,1-dioxido-4H-1,2,4-benzothiadiazin-7-yl]methanesulfonamide). Yield: 69.7%. Reactants: OC1=C(C(C(C2=CC=CC=C12)(CCC)NOC)=O)C1=NS(C2=C(N1)C=CC(=C2)NS(=O)(=O)C)(=O)=O (N-{3-[1-hydroxy-4-(methoxyamino)-3-oxo-4-propyl-3,4-dihydronaphthalen-2-yl]-1,1-dioxido-4H-1,2,4-benzothiadiazin-7-yl}methanesulfonamide), O (H2O). Procedure details: To a solution of the product of Example 9 (20 mg, 0.038 mmol) in CH3CN (1.5 mL) was added H2O (100 uL) and molybdenum hexacarbonyl (7 mg, 0.027 mmol) and the solution was refluxed for 2 hours. After cooling to room temperature the solvent was removed in vacuo and the crude product was purified by column chromatography on C-1 8 silica gel (70:30:0.1 methanol:H2O:trifluoroacetic acid) to give the title compound as a colorless solid (13 mg, 69%): 1H NMR (d6-DMSO) δ 14.47 (s, 1H), 9.94 (s, 1H), 8.61... As a reaction SMILES: [OH:1][C:2]1[C:11]2[C:6](=[CH:7][CH:8]=[CH:9][CH:10]=2)[C:5]([NH:15]OC)([CH2:12][CH2:13][CH3:14])[C:4](=[O:18])[C:3]=1[C:19]1[NH:24][C:23]2[CH:25]=[CH:26][C:27]([NH:29][S:30]([CH3:33])(=[O:32])=[O:31])=[CH:28][C:22]=2[S:21](=[O:35])(=[O:34])[N:20]=1.O>CC#N.[C-]#[O+].[C-]#[O+].[C-]#[O+].[C-]#[O+].[C-]#[O+].[C-]#[O+].[Mo]>[NH2:15][C:5]1([CH2:12][CH2:13][CH3:14])[C:6]2[C:11](=[CH:10][CH:9]=[CH:8][CH:7]=2)[C:2]([OH:1])=[C:3]([C:19]2[NH:24][C:23]3[CH:25]=[CH:26][C:27]([NH:29][S:30]([CH3:33])(=[O:32])=[O:31])=[CH:28][C:22]=3[S:21](=[O:35])(=[O:34])[N:20]=2)[C:4]1=[O:18] |f:3.4.5.6.7.8.9|. The reagents and catalysts are [C-]#[O+].[C-]#[O+].[C-]#[O+].[C-]#[O+].[C-]#[O+].[C-]#[O+].[Mo] (molybdenum hexacarbonyl). Reactants: C(C)(C)C1=CC=C2OC=3C=C(C(=NC3C(C2=C1)=O)N)C#N (7-isopropyl-2-amino-3-cyano-1-azaxanthone), N(=O)[O-].[Na+] (sodium nitrite), O (water). Solvent: C(C)(=O)O (acetic acid). Run at temperature 70 celsius. Yields the product C(C)(C)C1=CC=C2OC=3C=C(C(=NC3C(C2=C1)=O)O)C#N (7-isopropyl-2-hydroxy-3-cyano-1-azaxanthone). As a reaction SMILES: [CH:1]([C:4]1[CH:17]=[C:16]2[C:7]([O:8][C:9]3[CH:10]=[C:11]([C:20]#[N:21])[C:12](N)=[N:13][C:14]=3[C:15]2=[O:18])=[CH:6][CH:5]=1)([CH3:3])[CH3:2].N([O-])=[O:23].[Na+].O>C(O)(=O)C>[CH:1]([C:4]1[CH:17]=[C:16]2[C:7]([O:8][C:9]3[CH:10]=[C:11]([C:20]#[N:21])[C:12]([OH:23])=[N:13][C:14]=3[C:15]2=[O:18])=[CH:6][CH:5]=1)([CH3:3])[CH3:2] |f:1.2|. Procedure details: To a solution of 0.5 g of 7-isopropyl-2-amino-3-cyano-1-azaxanthone in 80 ml of acetic acid was added gradually 1.0 g of sodium nitrite at 70° C. After one hour period, 3 ml of water was added to the mixture which was heated at 70° C. for a further one hour. The solvent was distilled off under reduced pressure and then, to the residue, water was added. The yellow precipitate was collected by filtration, rinsed with water and recrystallized from ethanol to give 7-isopropyl-2-hydroxy-3-cyano-1-aza... Starting materials: CCOC(=O)Cl, Fc1ccc(-c2nc(SC(F)(F)C(F)F)[nH]c2-c2ccc(F)cc2)cc1, O, c1ccncc1. The product is CCOC(=O)n1c(SC(F)(F)C(F)F)nc(-c2ccc(F)cc2)c1-c1ccc(F)cc1. As a reaction SMILES: [Cl:27][C:28](=[O:29])[O:30][CH2:31][CH3:32].[F:1][c:2]1[cH:3][cH:4][c:5](-[c:8]2[n:9][c:10]([S:20][C:21]([CH:22]([F:23])[F:24])([F:25])[F:26])[nH:11][c:12]2-[c:13]2[cH:14][cH:15][c:16]([F:19])[cH:17][cH:18]2)[cH:6][cH:7]1.[OH2:33].[cH:34]1[cH:35][cH:36][n:37][cH:38][cH:39]1>>[F:1][c:2]1[cH:3][cH:4][c:5](-[c:8]2[n:9]([C:28](=[O:29])[O:30][CH2:31][CH3:32])[c:10]([S:20][C:21]([CH:22]([F:23])[F:24])([F:25])[F:26])[n:11][c:12]2-[c:13]2[cH:14][cH:15][c:16]([F:19])[cH:17][cH:18]2)[cH:6][cH:7]1. Starting materials: BrCC1CC1, C1CCOC1, COc1cc(N)ccc1-c1nnc(-c2c(-c3ccccc3)noc2C)o1, C[Si](C)(C)[N-][Si](C)(C)C, CCN(C(C)C)C(C)C, [K+]. Product: COc1cc(N)ccc1-c1nnc(-c2c(-c3ccccc3)noc2CCC2CC2)o1. RXN SMILES: [Br:36][CH2:37][CH:38]1[CH2:39][CH2:40]1.[CH2:51]1[O:52][CH2:53][CH2:54][CH2:55]1.[CH3:1][O:2][c:3]1[cH:4][c:5]([NH2:26])[cH:6][cH:7][c:8]1-[c:9]1[o:10][c:11](-[c:14]2[c:15](-[c:20]3[cH:21][cH:22][cH:23][cH:24][cH:25]3)[n:16][o:17][c:18]2[CH3:19])[n:12][n:13]1.[CH3:41][Si:42]([N-:43][Si:44]([CH3:45])([CH3:46])[CH3:47])([CH3:48])[CH3:49].[CH:27]([N:28]([CH2:29][CH3:30])[CH:31]([CH3:32])[CH3:33])([CH3:34])[CH3:35].[K+:50]>>[CH3:1][O:2][c:3]1[cH:4][c:5]([NH2:26])[cH:6][cH:7][c:8]1-[c:9]1[o:10][c:11](-[c:14]2[c:15](-[c:20]3[cH:21][cH:22][cH:23][cH:24][cH:25]3)[n:16][o:17][c:18]2[CH2:19][CH2:37][CH:38]2[CH2:39][CH2:40]2)[n:12][n:13]1.